The task is: describe an organic reaction: reactants, conditions, products, and yield. This data is from the Open Reaction Database (ORD), a public repository of structured organic reaction records. Yield: 23.0%. Procedure details: Following the procedure for Example 101 starting from tert-butyl 1-(1-cyclopropyl-4-nitro-1H-pyrazol-5-yl)-5-methoxyazepan-4-ylcarbamate and 5-(tert-butoxycarbonylamino)-2-(2,6-difluorophenyl)-thiazole-4-carboxylic acid gave 386 as an off-white solid (29 mg, 23% over three steps). 1H NMR (400 MHz, CDCl3) δ 8.96 (s, 1H), 7.86 (s, 1H), 7.36-7.28 (m, 1H), 7.02 (t, J=8.9 Hz, 2H), 6.19-6.10 (m, 2H), 3.50-3.35 (m, 4H), 3.33 (s, 3H), 3.25-3.11 (m, 2H), 2.19-2.05 (m, 1H), 2.03-1.96 (m, 1H), 2.01-1.60 (m... Product: NC1=C(N=C(S1)C1=C(C=CC=C1F)F)C(=O)NC=1C=NN(C1N1CC[C@@H]([C@@H](CC1)OC)N)C1CC1 (5-amino-N-(5-((4S,5R)-4-amino-5-methoxyazepan-1-yl)-1-cyclopropyl-1H-pyrazol-4-yl)-2-(2,6-difluorophenyl)thiazole-4-carboxamide). RXN SMILES: [CH:1]1([N:4]2[C:8]([N:9]3[CH2:15][CH2:14][CH:13]([O:16][CH3:17])[CH:12]([NH:18]C(=O)OC(C)(C)C)[CH2:11][CH2:10]3)=[C:7]([N+:26]([O-])=O)[CH:6]=[N:5]2)[CH2:3][CH2:2]1.C(OC([NH:36][C:37]1[S:41][C:40]([C:42]2[C:47]([F:48])=[CH:46][CH:45]=[CH:44][C:43]=2[F:49])=[N:39][C:38]=1[C:50](O)=[O:51])=O)(C)(C)C>>[NH2:36][C:37]1[S:41][C:40]([C:42]2[C:47]([F:48])=[CH:46][CH:45]=[CH:44][C:43]=2[F:49])=[N:39][C:38]=1[C:50]([NH:26][C:7]1[CH:6]=[N:5][N:4]([CH:1]2[CH2:2][CH2:3]2)[C:8]=1[N:9]1[CH2:15][CH2:14][C@@H:13]([O:16][CH3:17])[C@@H:12]([NH2:18])[CH2:11][CH2:10]1)=[O:51]. Starting materials: C1(CC1)N1N=CC(=C1N1CCC(C(CC1)OC)NC(OC(C)(C)C)=O)[N+](=O)[O-] (tert-butyl 1-(1-cyclopropyl-4-nitro-1H-pyrazol-5-yl)-5-methoxyazepan-4-ylcarbamate), C(C)(C)(C)OC(=O)NC1=C(N=C(S1)C1=C(C=CC=C1F)F)C(=O)O (5-(tert-butoxycarbonylamino)-2-(2,6-difluorophenyl)-thiazole-4-carboxylic acid). Starting materials: Cl.N[C@@H]1CC=2C=CC3=CC=CC=C3C2[C@H]([C@H]1O)Cl ((±)-(2R,3S,4R)-2-amino-4-chloro-1,2,3,4-tetrahydro-3-phenanthrenol hydrochloride). The reagents and catalysts are [Pd] (palladium on charcoal). Run in CO (methanol). Product: Cl.N[C@@H]1CC=2C=CC3=CC=CC=C3C2C[C@H]1O (Trans-2-amino-1,2,3,4-tetrahydro-3-phenanthrenol, hydrochloride). The yield is 90.5%. Reaction SMILES: Cl.[NH2:2][C@H:3]1[C@H:16]([OH:17])[C@H:15]([Cl:18])[C:14]2[C:13]3[C:8](=[CH:9][CH:10]=[CH:11][CH:12]=3)[CH:7]=[CH:6][C:5]=2[CH2:4]1>CO.[Pd]>[ClH:18].[NH2:2][C@H:3]1[C@H:16]([OH:17])[CH2:15][C:14]2[C:13]3[C:8](=[CH:9][CH:10]=[CH:11][CH:12]=3)[CH:7]=[CH:6][C:5]=2[CH2:4]1 |f:0.1,4.5|. Procedure: A solution of (±)-(2R,3S,4R)-2-amino-4-chloro-1,2,3,4-tetrahydro-3-phenanthrenol hydrochloride (396 mg) in methanol (50 ml) was hydrogenated over 10% palladium on charcoal (109 mg) under atmospheric pressure at room temperature. When the theoretical amount of hydrogen was absorbed, the catalyst was filtered and the solvent evaporated under vacuum to give the title compound as a solid (315 mg). Starting materials: CN=C=O, Nc1cc(Cn2c(=O)oc(=O)c3ccccc32)ccn1, c1ccncc1. Yields the product CNC(=O)Nc1cc(Cn2c(=O)oc(=O)c3ccccc32)ccn1. RXN SMILES: [CH3:21][N:22]=[C:23]=[O:24].[NH2:1][c:2]1[n:3][cH:4][cH:5][c:6]([CH2:8][n:9]2[c:10](=[O:20])[o:11][c:12](=[O:19])[c:13]3[c:14]2[cH:15][cH:16][cH:17][cH:18]3)[cH:7]1.[cH:25]1[cH:26][cH:27][n:28][cH:29][cH:30]1>>[NH:1]([c:2]1[n:3][cH:4][cH:5][c:6]([CH2:8][n:9]2[c:10](=[O:20])[o:11][c:12](=[O:19])[c:13]3[c:14]2[cH:15][cH:16][cH:17][cH:18]3)[cH:7]1)[C:23]([NH:22][CH3:21])=[O:24]. The reactants are CCOC(=O)c1cc2cc([N+](=O)[O-])ccc2n1C, CCO, O=C[O-], [NH4+], O. Product: CCOC(=O)c1cc2cc(N)ccc2n1C. As a reaction SMILES: [CH3:1][n:2]1[c:3]([C:14](=[O:15])[O:16][CH2:17][CH3:18])[cH:4][c:5]2[cH:6][c:7]([N+:11]([O-:12])=[O:13])[cH:8][cH:9][c:10]12.[CH3:23][CH2:24][OH:25].[CH:19]([O-:20])=[O:21].[NH4+:22].[OH2:26]>>[CH3:1][n:2]1[c:3]([C:14](=[O:15])[O:16][CH2:17][CH3:18])[cH:4][c:5]2[cH:6][c:7]([NH2:11])[cH:8][cH:9][c:10]12.